From a dataset of the Open Reaction Database (ORD), a public repository of structured organic reaction records. describe an organic reaction: reactants, conditions, products, and yield Starting materials: CNN=C(CS(=O)(=O)C)C (1-methyl-2-(1-methylsulfonyl-2-propylidene)hydrazine), O1CCCC1 (tetrahydrofuran), CN1C=C(C2=CC=CC=C12)C(C(=O)Cl)=O (2-(1-methyl-1H-indol-3-yl)-2-oxoacetyl chloride). Run in O (water). Conditions: time 2 hour. The product is CN(N=C(CS(=O)(=O)C)C)C(C(=O)C1=CN(C2=CC=CC=C12)C)=O (1-methyl-1-[2(1-methyl-1H-indol-3-yl)-2-oxoacetyl]-2-(1-methylsulfonyl-2-propylidene)hydrazine). Yield: 72.0%. As a reaction SMILES: [CH3:1][NH:2][N:3]=[C:4]([CH3:10])[CH2:5][S:6]([CH3:9])(=[O:8])=[O:7].O1CCCC1.[CH3:16][N:17]1[C:25]2[C:20](=[CH:21][CH:22]=[CH:23][CH:24]=2)[C:19]([C:26](=[O:30])[C:27](Cl)=[O:28])=[CH:18]1>O>[CH3:1][N:2]([C:27](=[O:28])[C:26]([C:19]1[C:20]2[C:25](=[CH:24][CH:23]=[CH:22][CH:21]=2)[N:17]([CH3:16])[CH:18]=1)=[O:30])[N:3]=[C:4]([CH3:10])[CH2:5][S:6]([CH3:9])(=[O:8])=[O:7]. Procedure details: To a 50 ml volume three-necked flask, 1-methyl-2-(1-methylsulfonyl-2-propylidene)hydrazine (5-2-1) (2.22 g) and tetrahydrofuran (anhydrous) (10 ml) were added under a nitrogen atmosphere. To the mixture, 2-(1-methyl-1H-indol-3-yl)-2-oxoacetyl chloride (26-a) (3.0 g) was added dropwise under ice-cooling, and stirred for 2 hours. The reaction mixture was added to iced water, and the precipitated solids were collected by filtration, washed with water and hexane, and dried under reduced pressure to ... The reactants are Cl.NCCC1=CC=C(C=C1)CCCCCCCC(=O)OCC (ethyl 7-[4-(2-aminoethyl)-phenyl]-heptane-carboxylate hydrochloride), ClC=1C=CC(=C(C(=O)Cl)C1)OC (5-chloro-2-methoxybenzoyl chloride). Product: ClC=1C=CC(=C(C(=O)NCCC2=CC=C(C=C2)CCCCCCCC(=O)O)C1)OC (7-{4-[2-(5-chloro-2-methoxybenzamido)-ethyl]-phenyl}-heptane-carboxylic acid). RXN SMILES: Cl.[NH2:2][CH2:3][CH2:4][C:5]1[CH:10]=[CH:9][C:8]([CH2:11][CH2:12][CH2:13][CH2:14][CH2:15][CH2:16][CH2:17][C:18]([O:20]CC)=[O:19])=[CH:7][CH:6]=1.[Cl:23][C:24]1[CH:25]=[CH:26][C:27]([O:33][CH3:34])=[C:28]([CH:32]=1)[C:29](Cl)=[O:30]>>[Cl:23][C:24]1[CH:25]=[CH:26][C:27]([O:33][CH3:34])=[C:28]([CH:32]=1)[C:29]([NH:2][CH2:3][CH2:4][C:5]1[CH:6]=[CH:7][C:8]([CH2:11][CH2:12][CH2:13][CH2:14][CH2:15][CH2:16][CH2:17][C:18]([OH:20])=[O:19])=[CH:9][CH:10]=1)=[O:30] |f:0.1|. Procedure: By the reaction of ethyl 7-[4-(2-aminoethyl)-phenyl]-heptane-carboxylate hydrochloride (m.p. 137°-139° C.) with 5-chloro-2-methoxybenzoyl chloride, there is obtained 7-{4-[2-(5-chloro-2-methoxybenzamido)-ethyl]-phenyl}-heptane-carboxylic acid; m.p. 103°-106° C., after recrystallization from diethyl ether. The reactants are O (water), CC(=O)OCC1=C(N2[C@@H]([C@@H](C2=O)N)SC1)C(=O)O (7-aminocephalosporanic acid), [S-]C#N.[K+] (potassium thiocyanate), FC(S(=O)(=O)O)(F)F (trifluoromethanesulfonic acid). Solvent: C(C)#N (acetonitrile). Conditions: time 40 minute. Yields the product NC1[C@@H]2N(C(=C(CS2)CSC#N)C(=O)O)C1=O (7-amino-3-cyanothiomethyl-3-cephem-4-carboxylic acid). The yield is 65.7%. RXN SMILES: CC(O[CH2:5][C:6]1[CH2:15][S:14][C@@H:9]2[C@H:10]([NH2:13])[C:11](=[O:12])[N:8]2[C:7]=1[C:16]([OH:18])=[O:17])=O.[S-:19][C:20]#[N:21].[K+].FC(F)(F)S(O)(=O)=O.O>C(#N)C>[NH2:13][CH:10]1[C:11](=[O:12])[N:8]2[C:7]([C:16]([OH:18])=[O:17])=[C:6]([CH2:5][S:19][C:20]#[N:21])[CH2:15][S:14][C@H:9]12 |f:1.2|. Procedure details: To a mixture of 7-aminocephalosporanic acid (40 g) and potassium thiocyanate (15.7 g) in acetonitrile (200 ml) was added dropwise trifluoromethanesulfonic acid (40 ml) below 15° C. under cooling in an ice-bath and stirring, which was continued for 30 minutes at 5° to 15° C. and for 40 minutes at ambient temperature. The reaction mixture was poured into cold water (400 ml) and stirred for 30 minutes. The resulting precipitate was filtered, washed with water and acetone and dried to give 7-amino-3...